describe an organic reaction: reactants, conditions, products, and yield From a dataset of the Open Reaction Database (ORD), a public repository of structured organic reaction records. Reactants: Cn1c(Cl)c(-c2ccccc2)nc(-c2ccccc2)c1=O, COCCOC, [Li], [Na+], [Na+], O=C([O-])[O-], O, OB(O)c1ccncc1. The product is Cn1c(-c2ccncc2)c(-c2ccccc2)nc(-c2ccccc2)c1=O. RXN SMILES: [CH3:1][n:2]1[c:3](=[O:21])[c:4](-[c:15]2[cH:16][cH:17][cH:18][cH:19][cH:20]2)[n:5][c:6](-[c:9]2[cH:10][cH:11][cH:12][cH:13][cH:14]2)[c:7]1[Cl:8].[CH3:22][O:23][CH2:24][CH2:25][O:26][CH3:27].[Li:28].[Na+:38].[Na+:39].[O-:40][C:41](=[O:42])[O-:43].[OH2:44].[n:29]1[cH:30][cH:31][c:32]([B:35]([OH:36])[OH:37])[cH:33][cH:34]1>>[CH3:1][n:2]1[c:3](=[O:21])[c:4](-[c:15]2[cH:16][cH:17][cH:18][cH:19][cH:20]2)[n:5][c:6](-[c:9]2[cH:10][cH:11][cH:12][cH:13][cH:14]2)[c:7]1-[c:32]1[cH:31][cH:30][n:29][cH:34][cH:33]1. Reactants: N1N=NN=C1C1=CC=2SC3=CC=CC=C3OC2C=C1 (2-(5-Tetrazolyl)phenoxathiin), ClC=1C=C(C(=O)OO)C=CC1 (m-chloroperoxybenzoic acid). Run in CC(=O)C (acetone), O (water), O (water). The product is N1N=NN=C1C1=CC=2S(C3=CC=CC=C3OC2C=C1)=O (2-(5-tetrazolyl)phenoxathiin-10-oxide). Reaction SMILES: [NH:1]1[C:5]([C:6]2[CH:19]=[CH:18][C:17]3[O:16][C:15]4[C:10](=[CH:11][CH:12]=[CH:13][CH:14]=4)[S:9][C:8]=3[CH:7]=2)=[N:4][N:3]=[N:2]1.ClC1C=C(C=CC=1)C(OO)=[O:25]>CC(C)=O.O>[NH:1]1[C:5]([C:6]2[CH:19]=[CH:18][C:17]3[O:16][C:15]4[C:10](=[CH:11][CH:12]=[CH:13][CH:14]=4)[S:9](=[O:25])[C:8]=3[CH:7]=2)=[N:4][N:3]=[N:2]1. Procedure: 2-(5-Tetrazolyl)phenoxathiin (0.70g) and m-chloroperoxybenzoic acid (0.45g) were stirred for 2 hours at room temperature in acetone (20 ml.) and water (5 ml.). The reaction mixture was diluted with water, and the solid filtered, dried, washed with ether and re-dried to give 2-(5-tetrazolyl)phenoxathiin-10-oxide m.p. 267°-8° C. Recrystallisation from glacial acetic acid raised the melting point to 280°-1° C. Starting materials: FC(C=1C=CC(=C(C1)C1=C(C=C(C=C1)C(=O)OC)C1=CCCC1(C)C)F)F (Methyl 5′-(difluoromethyl)-2-(5,5-dimethyl-1-cyclopenten-1-yl)-2′-fluoro-1,1′-biphenyl-4-carboxylate). The reagents and catalysts are [Pd] (palladium). Run in CO (MeOH), CCOC(=O)C (EtOAc). Run at time 22.5 hour. Yields the product FC(C=1C=CC(=C(C1)C1=C(C=C(C=C1)C(=O)OC)C1C(CCC1)(C)C)F)F (Methyl 5′-(difluoromethyl)-2-(2,2-dimethylcyclopentyl)-2′-fluoro-1,1′-biphenyl-4-carboxylate). Isolated yield 99.0%. As a reaction SMILES: [F:1][CH:2]([F:27])[C:3]1[CH:4]=[CH:5][C:6]([F:26])=[C:7]([C:9]2[CH:14]=[CH:13][C:12]([C:15]([O:17][CH3:18])=[O:16])=[CH:11][C:10]=2[C:19]2[C:23]([CH3:25])([CH3:24])[CH2:22][CH2:21][CH:20]=2)[CH:8]=1>CO.CCOC(C)=O.[Pd]>[F:27][CH:2]([F:1])[C:3]1[CH:4]=[CH:5][C:6]([F:26])=[C:7]([C:9]2[CH:14]=[CH:13][C:12]([C:15]([O:17][CH3:18])=[O:16])=[CH:11][C:10]=2[CH:19]2[CH2:20][CH2:21][CH2:22][C:23]2([CH3:24])[CH3:25])[CH:8]=1. Procedure: To a dry flask containing 66.50B (0.8621 g, 2.303 mmol) in dry MeOH (10 mL) and EtOAc (2 mL) was added palladium (10% wt. on activated carbon) (0.2455 g, 0.2307 mmol). After purging, the mixture was stirred under an atmosphere of hydrogen at room temperature. The reaction was monitored with TLC and LC-MS. After 22.5 hours, the reaction was filtered through Celite. After concentration, the residue was identified as 66.51A and was used without purification (863 mg, 99% yield). MS ESI (pos.) m/e: 3... Reactants: IC=1C2=C(NN1)C=CS2 (3-iodo-1H-thieno[3,2-c]pyrazole), CC(C)(C)[O-].[K+] (KOt-Bu), IC (iodomethane). Solvent: C1CCOC1 (THF). Reaction conditions: temperature 0 celsius, time 30 minute. The product is IC=1C2=C(N(N1)C)C=CS2 (3-iodo-1-methyl-1H-thieno[3,2-c]pyrazole). The yield is 55.3%. As a reaction SMILES: [I:1][C:2]1[C:3]2[S:9][CH:8]=[CH:7][C:4]=2[NH:5][N:6]=1.[CH3:10]C([O-])(C)C.[K+].IC>C1COCC1>[I:1][C:2]1[C:3]2[S:9][CH:8]=[CH:7][C:4]=2[N:5]([CH3:10])[N:6]=1 |f:1.2|. Reported procedure: To a solution of 3-iodo-1H-thieno[3,2-c]pyrazole (500 mg, 2.0 mmol) in THF (7 ml) at 0° C. was added KOt-Bu (314 mg, 2.8 mmol). The reaction mixture was stirred at 0° C. for 30 min then added iodomethane (0.17 ml, 2.8 mmol). Stirred at 0° C. for 30 min then warmed to room temperature and stirred for 1.5 h. The reaction was quenched with water and extracted with EtOAc (2×). The combined organics were washed with brine then dried over MgSO4 and concentrated. The crude residue was purified by silic... RXN SMILES: Br[C:2]1[CH:3]=[C:4]([CH2:8][OH:9])[CH:5]=[N:6][CH:7]=1.[Cl:10][C:11]1[CH:12]=[C:13]2[C:17](=[CH:18][CH:19]=1)[C:16](=[O:20])[NH:15][C:14]2([CH3:22])[CH3:21].C([O-])([O-])=O.[Cs+].[Cs+].N[C@H]1CCCC[C@@H]1N>O1CCOCC1.[Cu]I.O>[Cl:10][C:11]1[CH:12]=[C:13]2[C:17](=[CH:18][CH:19]=1)[C:16](=[O:20])[N:15]([C:2]1[CH:7]=[N:6][CH:5]=[C:4]([CH2:8][OH:9])[CH:3]=1)[C:14]2([CH3:22])[CH3:21] |f:2.3.4|. Run in O1CCOCC1 (dioxane), O (H2O). Procedure: In a 25-mL sealed tube, (5-bromo-pyridin-3-yl)-methanol (900 mg, 4.8 mmol), 5-chloro-3,3-dimethyl-2,3-dihydro-isoindol-1-one (intermediate A-12 [C], 858 mg, 4.4 mmol), CuI (200 mg, 1.1 mmol), Cs2CO3 (3.0 g, 9.2 mmol) and (+)-(S,S)-1,2-diaminocyclohexane (0.4 mL, 3.2 mmol) were dissolved in dioxane (8.0 mL). The resulting reaction mixture was heated at 150° C. for 3 hours before it was poured into H2O (50 mL) and extracted with EtOAc (2×125 mL). The organic layer was washed with brine, dried over... The yield is 90.1%. Run at temperature 150 celsius. The product is ClC=1C=C2C(N(C(C2=CC1)=O)C=1C=NC=C(C1)CO)(C)C (5-Chloro-2-(5-hydroxymethyl-pyridin-3-yl)-3,3-dimethyl-2,3-dihydro-isoindol-1-one). Reagents/catalysts: [Cu]I (CuI). Reactants: BrC=1C=C(C=NC1)CO ((5-bromo-pyridin-3-yl)-methanol), ClC=1C=C2C(NC(C2=CC1)=O)(C)C (5-chloro-3,3-dimethyl-2,3-dihydro-isoindol-1-one), C(=O)([O-])[O-].[Cs+].[Cs+] (Cs2CO3), N[C@@H]1[C@H](CCCC1)N ((+)-(S,S)-1,2-diaminocyclohexane).